Dataset: the Open Reaction Database (ORD), a public repository of structured organic reaction records. Task: describe an organic reaction: reactants, conditions, products, and yield The reactants are BrC=1C=C(C2=C(OC(O2)(C2=CC=CC=C2)C2=CC=CC=C2)C1)C(=O)O (6-Bromo-2,2-diphenyl-1,3-benzodioxole-4-carboxylic acid), O([Li])C (LiOMe), FC(C(=O)OCC)(F)F (ethyl trifluoroacetate). Yields the product C1(=CC=CC=C1)C1(OC2=C(O1)C=C(C=C2C(=O)O)C(C(F)(F)F)=O)C2=CC=CC=C2 (2,2-Diphenyl-6-(trifluoroacetyl)-1,3-benzodioxole-4-carboxylic acid). Reaction SMILES: Br[C:2]1[CH:3]=[C:4]([C:23]([OH:25])=[O:24])[C:5]2[O:9][C:8]([C:16]3[CH:21]=[CH:20][CH:19]=[CH:18][CH:17]=3)([C:10]3[CH:15]=[CH:14][CH:13]=[CH:12][CH:11]=3)[O:7][C:6]=2[CH:22]=1.O(C)[Li].[F:29][C:30]([F:37])([F:36])[C:31](OCC)=[O:32]>>[C:10]1([C:8]2([C:16]3[CH:21]=[CH:20][CH:19]=[CH:18][CH:17]=3)[O:7][C:6]3[CH:22]=[C:2]([C:31](=[O:32])[C:30]([F:37])([F:36])[F:29])[CH:3]=[C:4]([C:23]([OH:25])=[O:24])[C:5]=3[O:9]2)[CH:15]=[CH:14][CH:13]=[CH:12][CH:11]=1. Reported procedure: 6-Bromo-2,2-diphenyl-1,3-benzodioxole-4-carboxylic acid (200 mg, 0.503 mmol, 1 eq.), LiOMe (40 mg, 1 mmol, 2 eq.) and ethyl trifluoroacetate (0.6 mL, 5.03 mmol, 10 eq.) as the electrophile were reacted according to GP4, Method A. The crude product was purified using flash chromatography (silica gel, hexane/EtOAc/AcOH 77:20:3) to give the title compound as a yellowish solid.